This data is from the Open Reaction Database (ORD), a public repository of structured organic reaction records. The task is: describe an organic reaction: reactants, conditions, products, and yield Reactants: CCO, N#N, NCCO, OCCCCCCCCCCCCCCC1CO1. Product: OCCCCCCCCCCCCCCC(O)CNCCO. Reaction SMILES: [CH3:25][CH2:26][OH:27].[N:5]#[N:6].[NH2:1][CH2:2][CH2:3][OH:4].[O:7]1[CH2:8][CH:9]1[CH2:10][CH2:11][CH2:12][CH2:13][CH2:14][CH2:15][CH2:16][CH2:17][CH2:18][CH2:19][CH2:20][CH2:21][CH2:22][CH2:23][OH:24]>>[NH:1]([CH2:2][CH2:3][OH:4])[CH2:8][CH:9]([OH:7])[CH2:10][CH2:11][CH2:12][CH2:13][CH2:14][CH2:15][CH2:16][CH2:17][CH2:18][CH2:19][CH2:20][CH2:21][CH2:22][CH2:23][OH:24]. The reactants are C=CCNc1nc(Cl)nc2ccc([N+](=O)[O-])cc12, NCCN, O. Yields the product C=CCNc1nc(NCCN)nc2ccc([N+](=O)[O-])cc12. As a reaction SMILES: [CH2:1]([CH:2]=[CH2:3])[NH:4][c:5]1[n:6][c:7]([Cl:18])[n:8][c:9]2[cH:10][cH:11][c:12]([N+:15](=[O:16])[O-:17])[cH:13][c:14]12.[NH2:19][CH2:20][CH2:21][NH2:22].[OH2:23]>>[CH2:1]([CH:2]=[CH2:3])[NH:4][c:5]1[n:6][c:7]([NH:19][CH2:20][CH2:21][NH2:22])[n:8][c:9]2[cH:10][cH:11][c:12]([N+:15](=[O:16])[O-:17])[cH:13][c:14]12. The reactants are C1CCOC1, COC(=O)CCc1ccc(S(=O)(=O)Nc2nc3ccccc3nc2Nc2cc(OC)cc(OC)c2)cc1, Cl, [Li+], [OH-], O, O. Product: COc1cc(Nc2nc3ccccc3nc2NS(=O)(=O)c2ccc(CCC(=O)O)cc2)cc(OC)c1. RXN SMILES: [CH2:43]1[O:44][CH2:45][CH2:46][CH2:47]1.[CH3:1][O:2][C:3]([CH2:4][CH2:5][c:6]1[cH:7][cH:8][c:9]([S:12](=[O:13])(=[O:14])[NH:15][c:16]2[n:17][c:18]3[cH:19][cH:20][cH:21][cH:22][c:23]3[n:24][c:25]2[NH:26][c:27]2[cH:28][c:29]([O:35][CH3:36])[cH:30][c:31]([O:33][CH3:34])[cH:32]2)[cH:10][cH:11]1)=[O:37].[ClH:42].[Li+:40].[OH-:39].[OH2:38].[OH2:41]>>[O:2]=[C:3]([CH2:4][CH2:5][c:6]1[cH:7][cH:8][c:9]([S:12](=[O:13])(=[O:14])[NH:15][c:16]2[n:17][c:18]3[cH:19][cH:20][cH:21][cH:22][c:23]3[n:24][c:25]2[NH:26][c:27]2[cH:28][c:29]([O:35][CH3:36])[cH:30][c:31]([O:33][CH3:34])[cH:32]2)[cH:10][cH:11]1)[OH:37]. Reactants: CCOC(=O)c1ccc(-c2ccccc2)n1CCCCOC, CO, [Na+], [OH-]. Product: COCCCCn1c(C(=O)O)ccc1-c1ccccc1. Reaction SMILES: [CH3:1][O:2][CH2:3][CH2:4][CH2:5][CH2:6][n:7]1[c:8]([C:18](=[O:19])[O:20][CH2:21][CH3:22])[cH:9][cH:10][c:11]1-[c:12]1[cH:13][cH:14][cH:15][cH:16][cH:17]1.[CH3:25][OH:26].[Na+:24].[OH-:23]>>[CH3:1][O:2][CH2:3][CH2:4][CH2:5][CH2:6][n:7]1[c:8]([C:18](=[O:19])[OH:20])[cH:9][cH:10][c:11]1-[c:12]1[cH:13][cH:14][cH:15][cH:16][cH:17]1. Starting materials: FC(C1=CC=C2C(=CNC2=C1)C=1CCNCC1)(F)F (6-trifluoromethyl-3-(1,2,3,6-tetrahydropyridin-4-yl)-1H-indole), ClCCCOC=1C=2C=CNC2C=CC1 (1-chloro-3-(1H-indole-4-oxy)propane), C([O-])([O-])=O.[K+].[K+] (potassium carbonate). The product is FC(C1=CC=C2C(=CNC2=C1)C=1CCN(CC1)CCCOC1=C2C=CNC2=CC=C1)(F)F (3-[4-(6-trifluoromethyl-3-indolyl)-1,2,3,6-tetrahydropyridin-1-yl]-1-(4-indolyloxy)propane). RXN SMILES: [F:1][C:2]([F:19])([F:18])[C:3]1[CH:11]=[C:10]2[C:6]([C:7]([C:12]3[CH2:13][CH2:14][NH:15][CH2:16][CH:17]=3)=[CH:8][NH:9]2)=[CH:5][CH:4]=1.Cl[CH2:21][CH2:22][CH2:23][O:24][C:25]1[C:26]2[CH:27]=[CH:28][NH:29][C:30]=2[CH:31]=[CH:32][CH:33]=1.C(=O)([O-])[O-].[K+].[K+]>>[F:19][C:2]([F:1])([F:18])[C:3]1[CH:11]=[C:10]2[C:6]([C:7]([C:12]3[CH2:13][CH2:14][N:15]([CH2:21][CH2:22][CH2:23][O:24][C:25]4[CH:33]=[CH:32][CH:31]=[C:30]5[C:26]=4[CH:27]=[CH:28][NH:29]5)[CH2:16][CH:17]=3)=[CH:8][NH:9]2)=[CH:5][CH:4]=1 |f:2.3.4|. Procedure details: The title compound was prepared in a fashion similar to that described in Example 192 from 6-trifluoromethyl-3-(1,2,3,6-tetrahydropyridin-4-yl)-1H-indole (0.50 g, 1.9 mmol), 1-chloro-3-(1H-indole-4-oxy)propane (0.39 g, 1.9 mmol) and potassium carbonate (0.29 g, 2.1 mmol). The product was isolated as a white foam. Yield 0.53 g (64%). mp 190°-195° C. FDMS m/e=440 (M+ of free base).